This data is from the Open Reaction Database (ORD), a public repository of structured organic reaction records. The task is: describe an organic reaction: reactants, conditions, products, and yield Starting materials: BrC1=CC=C(C=C1)C1=CC=C(C=C1)O[Si](C)(C)C(C)(C)C (4-bromo-4'-(tert-butyldimethylsilyloxy)biphenyl), N12CC(C(CC1)CC2)=O (quinuclidin-3-one), Cl (hydrochloric acid), C(C)(CC)[Li] (sec-butyllithium). Solvent: O1CCCC1 (tetrahydrofuran), O1CCCC1 (tetrahydrofuran), C1CCCCC1 (cyclohexane). Conditions: time 5 minute. Yields the product Cl.OC1=CC=C(C=C1)C1=CC=C(C=C1)C1(CN2CCC1CC2)O (3-(4'-hydroxybiphenyl-4-yl)-3-hydroxy-quinuclidine hydrochloride). RXN SMILES: C([Li])(CC)C.Br[C:7]1[CH:12]=[CH:11][C:10]([C:13]2[CH:18]=[CH:17][C:16]([O:19][Si](C(C)(C)C)(C)C)=[CH:15][CH:14]=2)=[CH:9][CH:8]=1.[N:27]12[CH2:34][CH2:33][CH:30]([CH2:31][CH2:32]1)[C:29](=[O:35])[CH2:28]2.[ClH:36]>C1CCCCC1.O1CCCC1>[ClH:36].[OH:19][C:16]1[CH:15]=[CH:14][C:13]([C:10]2[CH:9]=[CH:8][C:7]([C:29]3([OH:35])[CH:30]4[CH2:33][CH2:34][N:27]([CH2:32][CH2:31]4)[CH2:28]3)=[CH:12][CH:11]=2)=[CH:18][CH:17]=1 |f:6.7|. Reported procedure: A solution of sec-butyllithium in cyclohexane (7.4 ml, 1.3M) was added dropwise, with stirring, to a solution of 4-bromo-4'-(tert-butyldimethylsilyloxy)biphenyl (2.9 g) in dry tetrahydrofuran (30 ml) under an atmosphere of argon at -78° C. The mixture was stirred for 5 minutes and a solution of quinuclidin-3-one (0.9 g) in dry tetrahydrofuran (12 ml) was then added over a period of 2 minutes. The mixture was stirred at -78° C. for a further 30 minutes and the mixture then allowed to warm to room... The solvent is C1(=CC=CC=C1)C (toluene). The yield is 98.9%. Product: OC1=C(C=O)C=CC=C1C (2-hydroxy-3-methylbenzaldehyde). Starting materials: N1=C(C=CC=C1C)C (2,6-lutidine), C=O (paraformaldehyde), raw material, C1(=CC=CC=C1O)C (o-Cresol), Cl[Sn](Cl)(Cl)Cl (SnCl4), C1(=CC=CC=C1O)C (o-cresol). Procedure details: o-Cresol 20.0 g (185 mmol) was dissolved in toluene 400 ml and thereto was added 2,6-lutidine 18.4 g (171 mmol). SnCl4 4.8 g (18 mmol) was added to the mixture and the mixture was stirred for 30 min. at 20° C. Thereto was added paraformaldehyde (purity: 95 weight %) 12.9 g (409 mmol) and the mixture was stirred at 80° C. for 5 hours to the conversion of 78%. And the reaction was kept for 10 hours at 100° C. to confirm the disappearance of the raw material, o-cresol. The reaction solution was coo... Conditions: temperature 20 celsius, time 30 minute. Reaction SMILES: [C:1]1([CH3:8])[C:6]([OH:7])=[CH:5][CH:4]=[CH:3][CH:2]=1.N1C(C)=CC=CC=1C.Cl[Sn](Cl)(Cl)Cl.[CH2:22]=[O:23]>C1(C)C=CC=CC=1>[OH:23][C:22]1[C:1]([CH3:8])=[CH:2][CH:3]=[CH:4][C:5]=1[CH:6]=[O:7]. Starting materials: FC(C=1C=C(C=C(C1)C(F)(F)F)C(C(=O)N(C)C=1C=NC(=CC1C1=C(C=C(C=C1)F)C)Cl)(C)C)(F)F (2-[3,5-bis(trifluoromethyl)phenyl]-N-[6-chloro-4-(4-fluoro-2-methylphenyl)-3-pyridinyl]-N,2-dimethylpropanamide), [NH4+].[Cl-] (NH4Cl), C1[C@H]2N(C(CN1)=O)CCC2 ((8aS)-hexahydropyrrolo[1,2-a]pyrazin-4(1H)-one), C([O-])([O-])=O.[K+].[K+] (potassium carbonate). Run in CS(=O)C (DMSO). Run at temperature 150 celsius. The product is FC(C=1C=C(C=C(C1)C(F)(F)F)C(C(=O)N(C)C=1C=NC(=CC1C1=C(C=C(C=C1)F)C)N1C[C@@H]2N(C(C1)=O)CCC2)(C)C)(F)F (2-[3,5-Bis(trifluoromethyl)phenyl]-N-{4-(4-fluoro-2-methylphenyl)-6-[(8aR)-4-oxohexahydropyrrolo[1,2-a]pyrazin-2(1H)-yl]-3-pyridinyl}-N,2-dimethylpropanamide). The yield is 14.9%. As a reaction SMILES: [F:1][C:2]([F:36])([F:35])[C:3]1[CH:4]=[C:5]([C:13]([CH3:34])([CH3:33])[C:14]([N:16]([C:18]2[CH:19]=[N:20][C:21](Cl)=[CH:22][C:23]=2[C:24]2[CH:29]=[CH:28][C:27]([F:30])=[CH:26][C:25]=2[CH3:31])[CH3:17])=[O:15])[CH:6]=[C:7]([C:9]([F:12])([F:11])[F:10])[CH:8]=1.[CH2:37]1[NH:42][CH2:41][C:40](=[O:43])[N:39]2[CH2:44][CH2:45][CH2:46][C@@H:38]12.C(=O)([O-])[O-].[K+].[K+].[NH4+].[Cl-]>CS(C)=O>[F:1][C:2]([F:36])([F:35])[C:3]1[CH:4]=[C:5]([C:13]([CH3:34])([CH3:33])[C:14]([N:16]([C:18]2[CH:19]=[N:20][C:21]([N:42]3[CH2:41][C:40](=[O:43])[N:39]4[CH2:44][CH2:45][CH2:46][C@@H:38]4[CH2:37]3)=[CH:22][C:23]=2[C:24]2[CH:29]=[CH:28][C:27]([F:30])=[CH:26][C:25]=2[CH3:31])[CH3:17])=[O:15])[CH:6]=[C:7]([C:9]([F:12])([F:11])[F:10])[CH:8]=1 |f:2.3.4,5.6|. Procedure: The title compound was prepared starting from 135 mg (0.253 mmoles) of 2-[3,5-bis(trifluoromethyl)phenyl]-N-[6-chloro-4-(4-fluoro-2-methylphenyl)-3-pyridinyl]-N,2-dimethylpropanamide (WO 2005/002577), 70 mg (0.5 mmol) of (8aS)-hexahydropyrrolo[1,2-a]pyrazin-4(1H)-one (EP 300189), 70 mg (0.5 mmol) of potassium carbonate; the reagents were dissolved in 0.8 ml of DMSO. The reaction mixture was heated at 150° C. overnight and then added to a saturated NH4Cl solution and back extracted with DCM; the ... The reactants are C(C)(=O)O (acetic acid), CC(C)(C)[N+](=O)[O-] (1,1-dimethylnitroethane), N1(C=NC=C1)C1=CC=C(C=O)C=C1 (4-(1-imidazolyl)benzaldehyde). The reagents and catalysts are [Zn] (zinc). Solvent: C(C)O (ethanol). Conditions: temperature 5 celsius. Yields the product N1(C=NC=C1)C1=CC=C(C=C1)C=[N+]([O-])C(C)(C)C (α-(4-(1-imidazolyl)phenyl)-N-t-butylnitrone). Reaction SMILES: [CH3:1][C:2]([N+:5]([O-:7])=O)([CH3:4])[CH3:3].C(O)(=O)C.[N:12]1([C:17]2[CH:24]=[CH:23][C:20]([CH:21]=O)=[CH:19][CH:18]=2)[CH:16]=[CH:15][N:14]=[CH:13]1>C(O)C.[Zn]>[N:12]1([C:17]2[CH:24]=[CH:23][C:20]([CH:21]=[N+:5]([C:2]([CH3:4])([CH3:3])[CH3:1])[O-:7])=[CH:19][CH:18]=2)[CH:16]=[CH:15][N:14]=[CH:13]1. Reported procedure: To a suspension of 1,1-dimethylnitroethane (261.2 mg, 2.53 mmol) and zinc (247.0 mg, 3.78 mmol) in ethanol (3.0 ml) was added acetic acid (451.8 mg, 7.52 mmol) dropwise at 5° C. while stirring. The mixture was stirred at room temperature for 30 minutes. After cooling the mixture to 5° C. again, 4-(1-imidazolyl)benzaldehyde (216.5 mg, 1.26 mmol) was added dropwise to the mixture while stirring and stirred at room temperature overnight. Zinc acetate in the mixture was filtered off and the filtrate... Starting materials: N1=CC=C(C=C1)CN1C(CCC1C1=CC(=CC=C1)OC)=O (1-(4-pyridinylmethyl)-5-(3-methoxyphenyl)-2-pyrrolidinone), C([O-])(O)=O.[Na+] (sodium bicarbonate). The solvent is Br (hydrobromic acid). The product is N1=CC=C(C=C1)CN1C(CCC1C1=CC(=CC=C1)O)=O (1-(4-pyridinylmethyl)-5-(3-hydroxyphenyl)-2-pyrrolidinone). Isolated yield 83.5%. Reaction SMILES: [N:1]1[CH:6]=[CH:5][C:4]([CH2:7][N:8]2[CH:12]([C:13]3[CH:18]=[CH:17][CH:16]=[C:15]([O:19]C)[CH:14]=3)[CH2:11][CH2:10][C:9]2=[O:21])=[CH:3][CH:2]=1.C(=O)(O)[O-].[Na+]>Br>[N:1]1[CH:6]=[CH:5][C:4]([CH2:7][N:8]2[CH:12]([C:13]3[CH:18]=[CH:17][CH:16]=[C:15]([OH:19])[CH:14]=3)[CH2:11][CH2:10][C:9]2=[O:21])=[CH:3][CH:2]=1 |f:1.2|. Reported procedure: To a suspension of petroleum ether washed sodium hydride (80% oil dispersion, 0.94 g) in dry dimethylformamide (30 ml) was added 5-(3-methoxyphenyl)-2-pyrrolidinone (2.5 g) followed by 4-picolyl chloride hydrochloride (2.3 g) at ambient temperature, under nitrogen. The solution was warmed at 60° C. for 0.5 hr and allowed to cool to ambient temperature. The reaction mixture was quenched with ammonium chloride solution, water, and ethyl acetate. The layers were separated and the aqueous phase was ... Reported procedure: 2-(2,2-Dimethyl-5-oxo-[1,3]dioxolan-4-ylidene)-N-(4-fluoro-benzyl)-N-methoxy-acetamide was treated with cyclopropanesulfonic acid amide as described in the preparation of compound 1 to yield the title compound. LCMS (M+H) calcd for C15H18FN2O6S: 373.1; found: 373.0. 1H NMR (500 MHz, CDCl3) δ: 1.13 (m, 2), 1.44 (m, 2), 2.95 (m, 1), 3.68 (s, 3), 4.79 (s, 2), 6.55 (s, 1), 7.02 (m, 2), 7.29 (m, 2), 8.95 (s, 1). 13C NMR (125 MHz, CDCl3) δ: 6.45, 31.41, 48.31, 63.22, 92.45, 115.71, 115.88, 130.25, 130... Yields the product FC1=CC=C(CN(C(C=C(C(=O)NS(=O)(=O)C2CC2)O)=O)OC)C=C1 (4-Cyclopropanesulfonylamino-3-hydroxy-4-oxo-but-2-enoic acid (4-fluoro-benzyl)-methoxy-amide). Starting materials: CC1(OC(C(O1)=CC(=O)N(OC)CC1=CC=C(C=C1)F)=O)C (2-(2,2-Dimethyl-5-oxo-[1,3]dioxolan-4-ylidene)-N-(4-fluoro-benzyl)-N-methoxy-acetamide), C1(CC1)S(=O)(=O)N (cyclopropanesulfonic acid amide), compound 1. RXN SMILES: CC1(C)[O:6][C:5](=[CH:7][C:8]([N:10]([CH2:13][C:14]2[CH:19]=[CH:18][C:17]([F:20])=[CH:16][CH:15]=2)[O:11][CH3:12])=[O:9])[C:4](=[O:21])O1.[CH:23]1([S:26]([NH2:29])(=[O:28])=[O:27])[CH2:25][CH2:24]1>>[F:20][C:17]1[CH:16]=[CH:15][C:14]([CH2:13][N:10]([O:11][CH3:12])[C:8](=[O:9])[CH:7]=[C:5]([OH:6])[C:4]([NH:29][S:26]([CH:23]2[CH2:25][CH2:24]2)(=[O:28])=[O:27])=[O:21])=[CH:19][CH:18]=1.